This data is from the Open Reaction Database (ORD), a public repository of structured organic reaction records. The task is: describe an organic reaction: reactants, conditions, products, and yield Reactants: N#Cc1cc(S(=O)(=O)Cl)ccc1F, Cl, [NH4+], [OH-]. Product: N#Cc1cc(S(N)(=O)=O)ccc1F. As a reaction SMILES: [C:3](#[N:4])[c:5]1[cH:6][c:7]([S:12](=[O:13])(=[O:14])[Cl:15])[cH:8][cH:9][c:10]1[F:11].[ClH:16].[NH4+:1].[OH-:2]>>[NH2:1][S:12]([c:7]1[cH:6][c:5]([C:3]#[N:4])[c:10]([F:11])[cH:9][cH:8]1)(=[O:13])=[O:14].